From a dataset of the Open Reaction Database (ORD), a public repository of structured organic reaction records. describe an organic reaction: reactants, conditions, products, and yield Reactants: COC1=CC(=C(C=C1OC)CCN(C)C)C#CC1=CC=CC=C1 (4,5-dimethoxy-N,N-dimethyl-2-(phenylethynyl) benzeneethanamine), CI (methyl iodide). Solvent: C(C)O (ethanol). The product is O.[I-].COC1=CC(=C(C=C1OC)CC[N+](C)(C)C)C#CC1=CC=CC=C1 (4,5-dimethoxy-N,N,N-trimethyl-2-(phenylethynyl) benzeneethanaminium iodide hydrate). Yield: 112.8%. As a reaction SMILES: [CH3:1][O:2][C:3]1[C:8]([O:9][CH3:10])=[CH:7][C:6]([CH2:11][CH2:12][N:13]([CH3:15])[CH3:14])=[C:5]([C:16]#[C:17][C:18]2[CH:23]=[CH:22][CH:21]=[CH:20][CH:19]=2)[CH:4]=1.[CH3:24][I:25]>C(O)C>[OH2:2].[I-:25].[CH3:1][O:2][C:3]1[C:8]([O:9][CH3:10])=[CH:7][C:6]([CH2:11][CH2:12][N+:13]([CH3:24])([CH3:14])[CH3:15])=[C:5]([C:16]#[C:17][C:18]2[CH:19]=[CH:20][CH:21]=[CH:22][CH:23]=2)[CH:4]=1 |f:3.4.5|. Procedure details: To a solution of 5.28 g (0.017 mole) of 4,5-dimethoxy-N,N-dimethyl-2-(phenylethynyl) benzeneethanamine in 20 ml of ethanol was added 1.43 ml (0.023 mole) of methyl iodide. The solid was collected and recrystallized successively from ethanol and methanol to afford 4.5 g of white crystalline 4,5-dimethoxy-N,N,N-trimethyl-2-(phenylethynyl) benzeneethanaminium iodide hydrate (2:2:1), mp 134°-150° C., yield 58%.